Task: describe an organic reaction: reactants, conditions, products, and yield. Dataset: the Open Reaction Database (ORD), a public repository of structured organic reaction records Starting materials: P(=O)([O-])([O-])[O-].[K+].[K+].[K+] (potassium phosphate), P(=O)([O-])([O-])[O-].[K+].[K+].[K+] (potassium phosphate), OCC(=O)[C@@H](O)[C@H](O)[C@@H](O)CO (L-sorbose). Run in O (water). Conditions: time 38 hour. Yields the product C([C@@H]([C@H]([C@@H](C(=O)C(=O)O)O)O)O)O (2-keto-L-gulonic acid). As a reaction SMILES: P([O-])([O-])([O-])=[O:2].[K+].[K+].[K+].[OH:9][CH2:10][C:11]([C@H:13]([C@@H:15]([C@H:17]([CH2:19][OH:20])[OH:18])[OH:16])[OH:14])=[O:12]>O>[CH2:19]([OH:20])[C@H:17]([OH:18])[C@@H:15]([OH:16])[C@H:13]([OH:14])[C:11]([C:10]([OH:2])=[O:9])=[O:12] |f:0.1.2.3|. Procedure: Gluconobacter oxydans L-8 (FERM-P No. 8355) was cultivated in a 30 l jar fermentor in the same manner as described in Example 5. After 38 hours of cultivation, 1.5 l of the culture was harvested to obtain the cells. 10 g of the cells were suspended into 60 ml of 10 mM potassium phosphate buffer (pH, 7.0) and homogenized by a Dyno mill homogenizer (Willy, A. Bachofen Co.) with glass beads at 2000 rpm for 4 minutes at 4° C. The homogenate was centrifuged at 5000 rpm for 10 minutes to remove the in... The reactants are CC1(N2C(C([C@H]2CCO1)([N+]#[C-])C(C)(C)O)=O)C ((6R,7RS)-2,2-dimethyl-7-(1-hydroxy-1-methylethyl)-7-isocyano-1-aza-3-oxabicyclo[4.2.0]-octan-8-one), C1(=CC=CC=C1)[SnH](C1=CC=CC=C1)C1=CC=CC=C1 (triphenyltin hydride), N(=NC(C#N)(C)C)C(C#N)(C)C (azobisisobutyronitrile). Solvent: C1=CC=CC=C1 (benzene). Product: CC1(N2C([C@H]([C@H]2CCO1)C(C)(C)O)=O)C ((6R,7R)-2,2-dimethyl-7-(1-hydroxy-1-methylethyl)-1-aza-3-oxabicyclo[4.2.0]octan-8-one). Isolated yield 62.3%. RXN SMILES: [CH3:1][C:2]1([CH3:17])[O:9][CH2:8][CH2:7][C@H:6]2[N:3]1[C:4](=[O:16])[C:5]2([C:12]([OH:15])([CH3:14])[CH3:13])[N+]#[C-].C1([SnH](C2C=CC=CC=2)C2C=CC=CC=2)C=CC=CC=1.N(C(C)(C)C#N)=NC(C)(C)C#N>C1C=CC=CC=1>[CH3:1][C:2]1([CH3:17])[O:9][CH2:8][CH2:7][C@H:6]2[N:3]1[C:4](=[O:16])[C@H:5]2[C:12]([OH:15])([CH3:13])[CH3:14]. Procedure: A solution of (6R,7RS)-2,2-dimethyl-7-(1-hydroxy-1-methylethyl)-7-isocyano-1-aza-3-oxabicyclo[4.2.0]-octan-8-one (920 mg), triphenyltin hydride (1.694 g) and azobisisobutyronitrile (63.4 mg) in benzene (46 ml) was heated at 50° C. for thirty minutes under a nitrogen atmosphere. The mixture was cooled to ambient temperature. The precipitates were filtered off and washed with benzene. The filtrate and washings were combined and chromatographed on silica gel (27.6 g, eluting with 10 to 25% acetone ... Reaction SMILES: Br[C:2]1[CH:7]=[CH:6][N:5]=[CH:4][C:3]=1[N:8]([CH3:25])[C:9](=[O:24])[C:10]1[CH:15]=[C:14]([C:16]([F:19])([F:18])[F:17])[CH:13]=[C:12]([C:20]([F:23])([F:22])[F:21])[CH:11]=1.[F:26][C:27]1[CH:32]=[CH:31][CH:30]=[C:29]([F:33])[C:28]=1B(O)O>>[F:26][C:27]1[CH:32]=[CH:31][CH:30]=[C:29]([F:33])[C:28]=1[C:2]1[CH:7]=[CH:6][N:5]=[CH:4][C:3]=1[N:8]([CH3:25])[C:9](=[O:24])[C:10]1[CH:15]=[C:14]([C:16]([F:19])([F:18])[F:17])[CH:13]=[C:12]([C:20]([F:23])([F:22])[F:21])[CH:11]=1. Starting materials: BrC1=C(C=NC=C1)N(C(C1=CC(=CC(=C1)C(F)(F)F)C(F)(F)F)=O)C (N-(4-bromo-pyridin-3-yl)-N-methyl-3,5-bis-trifluoromethyl-benzamide), FC1=C(C(=CC=C1)F)B(O)O (2,6-difluorophenyl-boronic acid). Yields the product FC1=C(C(=CC=C1)F)C1=C(C=NC=C1)N(C(C1=CC(=CC(=C1)C(F)(F)F)C(F)(F)F)=O)C (N-[4-(2,6-Difluoro-phenyl)-pyridin-3-yl]-N-methyl-3,5-bis-trifluoromethyl-benzamide). Procedure details: The title compound was prepared in analogy to example 58, from N-(4-bromo-pyridin-3-yl)-N-methyl-3,5-bis-trifluoromethyl-benzamide (example 25, intermediate a) and 2,6-difluorophenyl-boronic acid (CAS RN 162101-25-9) and using preparative HPLC for the chromatographic purification. Off-white solid (16%). MS (ESI): m/z=461.2 [M+H]+. Starting materials: NC=1C=C(C(C(=O)O)=CC1)C(=O)O (4-aminophthalic acid), C1(CCCC(=O)O1)=O (glutaric anhydride). Solvent: O1CCOCC1 (dioxane). Yields the product C(C=1C(C(=O)O)=CC=CC1)(=O)O (phthalic acid). As a reaction SMILES: N[C:2]1[CH:3]=[C:4]([C:11]([OH:13])=[O:12])[C:5](=[CH:9][CH:10]=1)[C:6]([OH:8])=[O:7].C1(=O)OC(=O)CCC1>O1CCOCC1>[C:11]([OH:13])(=[O:12])[C:4]1[C:5](=[CH:9][CH:10]=[CH:2][CH:3]=1)[C:6]([OH:8])=[O:7]. Procedure: 65.1 g (0.36 mol) of 4-aminophthalic acid in 500 ml of dioxane are reacted with 43.12 g (0.38 mol) of glutaric anhydride, in the manner described in Example 9, to give 4-glutaramidyl)-phthalic acid, and the latter is subsequently cyclised. 70 g (75% of theory) of 4-(glutarimidyl)-phthalic anhydride of melting point 220°-222° C. are obtained. The reactants are CCNCC1CCNC1, CC#N, O=C(O)c1cn(C2CCCC2)c2c(F)c(F)c(F)cc2c1=O. Yields the product CCNCC1CCN(c2c(F)cc3c(=O)c(C(=O)O)cn(C4CCCC4)c3c2F)C1. As a reaction SMILES: [CH2:23]([CH3:24])[NH:25][CH2:26][CH:27]1[CH2:28][NH:29][CH2:30][CH2:31]1.[CH3:32][C:33]#[N:34].[CH:1]1([n:6]2[cH:7][c:8]([C:20](=[O:21])[OH:22])[c:9](=[O:19])[c:10]3[cH:11][c:12]([F:18])[c:13]([F:17])[c:14]([F:16])[c:15]23)[CH2:2][CH2:3][CH2:4][CH2:5]1>>[CH:1]1([n:6]2[cH:7][c:8]([C:20](=[O:21])[OH:22])[c:9](=[O:19])[c:10]3[cH:11][c:12]([F:18])[c:13]([N:29]4[CH2:28][CH:27]([CH2:26][NH:25][CH2:23][CH3:24])[CH2:31][CH2:30]4)[c:14]([F:16])[c:15]23)[CH2:2][CH2:3][CH2:4][CH2:5]1. The reactants are COc1ccc(C(=O)O)cc1, CCO, Nc1ccc2ccc(Oc3cccc(F)c3)nc2n1, O. Yields the product COc1ccc(C(=O)Nc2ccc3ccc(Oc4cccc(F)c4)nc3n2)cc1. As a reaction SMILES: [CH3:1][O:2][c:3]1[cH:4][cH:5][c:6]([C:9]([OH:10])=[O:11])[cH:7][cH:8]1.[CH3:31][CH2:32][OH:33].[NH2:12][c:13]1[n:14][c:15]2[n:16][c:17]([O:23][c:24]3[cH:25][c:26]([F:30])[cH:27][cH:28][cH:29]3)[cH:18][cH:19][c:20]2[cH:21][cH:22]1.[OH2:34]>>[CH3:1][O:2][c:3]1[cH:4][cH:5][c:6]([C:9](=[O:11])[NH:12][c:13]2[n:14][c:15]3[n:16][c:17]([O:23][c:24]4[cH:25][c:26]([F:30])[cH:27][cH:28][cH:29]4)[cH:18][cH:19][c:20]3[cH:21][cH:22]2)[cH:7][cH:8]1. Reactants: BrN1C(CCC1=O)=O (N-bromosuccinimide), C(C1=CC=CC=C1)OC1=C(C=C(C=C1)C)OC (4-benzyloxy-3-methoxytoluene), ice water. The solvent is CN(C=O)C (dimethylformamide), CN(C=O)C (dimethylformamide). Yields the product C(C1=CC=CC=C1)OC1=CC(=C(C=C1OC)C)Br (4-benzyloxy-2-bromo-5-methoxytoluene). Isolated yield 98.8%. RXN SMILES: [CH2:1]([O:8][C:9]1[CH:14]=[CH:13][C:12]([CH3:15])=[CH:11][C:10]=1[O:16][CH3:17])[C:2]1[CH:7]=[CH:6][CH:5]=[CH:4][CH:3]=1.[Br:18]N1C(=O)CCC1=O>CN(C)C=O>[CH2:1]([O:8][C:9]1[C:10]([O:16][CH3:17])=[CH:11][C:12]([CH3:15])=[C:13]([Br:18])[CH:14]=1)[C:2]1[CH:3]=[CH:4][CH:5]=[CH:6][CH:7]=1. Procedure details: 4-benzyloxy-3-methoxytoluene (8.0 g) was dissolved in dimethylformamide (30 ml and a dimethylformamide (15 ml) solution of N-bromosuccinimide (6.36 g) was dropwise added thereto, followed by stirring at room temperature for one night. The reaction solution was poured into ice water (400 ml), and crystals thus deposited were collected by filtration, adequately washed with water, and dried for one night to obtain 10.64 g of 4-benzyloxy-2-bromo-5-methoxytoluene (m.p. 110-111° C.) substantially quan...